This data is from the Open Reaction Database (ORD), a public repository of structured organic reaction records. The task is: describe an organic reaction: reactants, conditions, products, and yield Starting materials: COc1ccc(-c2cc(CCC=O)nn2C(C)(C)C)cc1, Cc1ccc(N2CCNCC2)c(C)c1, CCN(C(C)C)C(C)C. Yields the product COc1ccc(-c2cc(CCCN3CCN(c4ccc(C)cc4C)CC3)nn2C(C)(C)C)cc1. As a reaction SMILES: [C:1]([CH3:2])([CH3:3])([CH3:4])[n:5]1[n:6][c:7]([CH2:18][CH2:19][CH:20]=[O:21])[cH:8][c:9]1-[c:10]1[cH:11][cH:12][c:13]([O:16][CH3:17])[cH:14][cH:15]1.[CH3:22][c:23]1[c:24]([N:30]2[CH2:31][CH2:32][NH:33][CH2:34][CH2:35]2)[cH:25][cH:26][c:27]([CH3:29])[cH:28]1.[CH:36]([N:37]([CH2:38][CH3:39])[CH:40]([CH3:41])[CH3:42])([CH3:43])[CH3:44]>>[C:1]([CH3:2])([CH3:3])([CH3:4])[n:5]1[n:6][c:7]([CH2:18][CH2:19][CH2:20][N:33]2[CH2:32][CH2:31][N:30]([c:24]3[c:23]([CH3:22])[cH:28][c:27]([CH3:29])[cH:26][cH:25]3)[CH2:35][CH2:34]2)[cH:8][c:9]1-[c:10]1[cH:11][cH:12][c:13]([O:16][CH3:17])[cH:14][cH:15]1. Starting materials: BrC=1C=C2[C@H]3[C@@H](N4C2=C(C1)CC4)CCN(C3)C(=O)OC(C)(C)C (tert-butyl (6aS,10aR)-2-bromo-4,5,7,8,10,10a-hexahydropyrido[4,3-b]pyrrolo[3,2,1-hi]indole-9(6aH) carboxylate), ClC=1C=C(C=C(C1)Cl)B(O)O (3,5-dichlorophenylboronic acid). Product: ClC=1C=C(C=C(C1)Cl)C=1C=C2[C@H]3[C@@H](N4C2=C(C1)CC4)CCN(C3)C(=O)OC(C)(C)C (tert-butyl (6aS,10aR)-2-(3,5-dichlorophenyl)-4,5,7,8,10,10a-hexahydropyrido[4,3-b]pyrrolo[3,2,1-hi]indole-9(6aH)-carboxylate). RXN SMILES: Br[C:2]1[CH:3]=[C:4]2[C:8]3=[C:9]([CH2:11][CH2:12][N:7]3[C@H:6]3[CH2:13][CH2:14][N:15]([C:17]([O:19][C:20]([CH3:23])([CH3:22])[CH3:21])=[O:18])[CH2:16][C@@H:5]23)[CH:10]=1.[Cl:24][C:25]1[CH:26]=[C:27](B(O)O)[CH:28]=[C:29]([Cl:31])[CH:30]=1>>[Cl:24][C:25]1[CH:26]=[C:27]([C:2]2[CH:3]=[C:4]3[C:8]4=[C:9]([CH2:11][CH2:12][N:7]4[C@H:6]4[CH2:13][CH2:14][N:15]([C:17]([O:19][C:20]([CH3:23])([CH3:22])[CH3:21])=[O:18])[CH2:16][C@@H:5]34)[CH:10]=2)[CH:28]=[C:29]([Cl:31])[CH:30]=1. Reported procedure: The title compound was prepared by the method of Example 89 step C from tert-butyl (6aS,10aR)-2-bromo-4,5,7,8,10,10a-hexahydropyrido[4,3-b]pyrrolo[3,2,1-hi]indole-9(6aH) carboxylate (189 mg, 0.5 mmol) and 3,5-dichlorophenylboronic acid (191 mg, 1.0 mmol) to afford after chromatographic purification the title compound (85 mg, 38%). 1H NMR (CDCl3, 300 MHz) δ7.35 (s, 2H), 7.21-7.23 (m, 1H), 7.13 (s, 1H), 7.10 (s, 1H), 3.82-4.22 (m, 2H), 3.65-3.75 (m, 1H), 2.84-3.52 (m, 7H), 1.80-1.90 (m, 2H), 1.49 ... Starting materials: Cl (hydrochloric acid), S(=S)(=O)([O-])[O-].[Na+].[Na+] (sodium thiosulphate), Cl(=O)(=O)(=O)[O-].[Na+] (sodium perchlorate), OC1=CC=C(C(=O)O)C=C1 (4-hydroxybenzoic acid), [OH-].[Na+] (sodium hydroxide), [I-].[Na+] (sodium iodide). Run in CO (methanol). Conditions: temperature 0 celsius, time 2 hour. Yields the product IC=1C=C(C(=O)O)C=CC1O (3-Iodo-4-hydroxybenzoic acid). As a reaction SMILES: Cl([O-])(=O)(=O)=O.[Na+].[OH:7][C:8]1[CH:16]=[CH:15][C:11]([C:12]([OH:14])=[O:13])=[CH:10][CH:9]=1.[OH-].[Na+].[I-:19].[Na+].S([O-])([O-])(=O)=S.[Na+].[Na+].Cl>CO>[I:19][C:9]1[CH:10]=[C:11]([CH:15]=[CH:16][C:8]=1[OH:7])[C:12]([OH:14])=[O:13] |f:0.1,3.4,5.6,7.8.9|. Procedure details: 3.6% sodium perchlorate solution is added dropwise to a mixture of 4-hydroxybenzoic acid (12.75 g, 0.92 mol), sodium hydroxide (3.7 g, 0.92 mol) and sodium iodide (13.85 g, 0.92 mol) in methanol (350 ml) at 0° C. The mixture is left stirring for two hours at 0° C. 100 ml of 10% sodium thiosulphate solution are added. After stirring, the mixture is acidified with hydrochloric acid to pH 1. It is extracted with 600 ml of ethyl ether. The organic phase is washed twice with 400 ml of water, dried ov... Reactants: C[O-], CO, [Cl-], Cl, CCOC(=O)c1nc(C2CC2)nc(N)c1Cl, [NH4+], [Na+]. The product is COC(=O)c1nc(C2CC2)nc(N)c1Cl. Reaction SMILES: [CH3:1][O-:2].[CH3:23][OH:24].[Cl-:21].[ClH:20].[NH2:4][c:5]1[c:6]([Cl:19])[c:7]([C:14](=[O:15])[O:16][CH2:17][CH3:18])[n:8][c:9]([CH:11]2[CH2:12][CH2:13]2)[n:10]1.[NH4+:22].[Na+:3]>>[NH2:4][c:5]1[c:6]([Cl:19])[c:7]([C:14](=[O:15])[O:16][CH3:17])[n:8][c:9]([CH:11]2[CH2:12][CH2:13]2)[n:10]1. Starting materials: Example 4 ( a ), FC=1C(NC(NC1)=O)=O (5-fluorouracil), Compound ( 5 ), C(C)I (ethyl iodide), C([O-])([O-])=O.[K+].[K+] (potassium carbonate), C(C)N1C(=O)N(C(=O)C(=C1)F)CC (1,3-diethyl-5-fluorouracil). The solvent is CC(=O)C (acetone). Product: C(C)N1C(=O)NC(=O)C(=C1)F (1-ethyl-5-fluorouracil), Compound ( 8 ). Reaction SMILES: FC1C(=O)NC(=O)NC=1.C(I)C.C(=O)([O-])[O-].[K+].[K+].[CH2:19]([N:21]1[CH:28]=[C:27]([F:29])[C:25](=[O:26])[N:24](CC)[C:22]1=[O:23])[CH3:20]>CC(C)=O>[CH2:19]([N:21]1[CH:28]=[C:27]([F:29])[C:25](=[O:26])[NH:24][C:22]1=[O:23])[CH3:20] |f:2.3.4|. Procedure details: 5-fluorouracil, namely Compound (5), (1.30 g; 10 mmol), ethyl iodide (2.34 g; 15 mmol) and potassium carbonate (0.69 g; 5 mmol) were added to acetone (20 ml). The resulting mixture was processed in the same manner as in Example 4 (a) to isolate 1-ethyl-5-fluorouracil, namely Compound (7) (316 mg), and 1,3-diethyl-5-fluorouracil, namely Compound (8) (232 mg), respectively, as white-colored needles.